From a dataset of the Open Reaction Database (ORD), a public repository of structured organic reaction records. describe an organic reaction: reactants, conditions, products, and yield Starting materials: ClC1=CC(=C(NC2CCCCC2)C=C1)[N+](=O)[O-] (4-chloro-N-cyclohexyl-2-nitroaniline). The reagents and catalysts are [Ni] (Raney nickel). Run in C(C)O (ethanol). Yields the product NC1=C(NC2CCCCC2)C=CC(=C1)Cl (2-Amino-4-chloro-N-cyclohexylaniline). Isolated yield 103.7%. RXN SMILES: [Cl:1][C:2]1[CH:14]=[CH:13][C:5]([NH:6][CH:7]2[CH2:12][CH2:11][CH2:10][CH2:9][CH2:8]2)=[C:4]([N+:15]([O-])=O)[CH:3]=1>C(O)C.[Ni]>[NH2:15][C:4]1[CH:3]=[C:2]([Cl:1])[CH:14]=[CH:13][C:5]=1[NH:6][CH:7]1[CH2:8][CH2:9][CH2:10][CH2:11][CH2:12]1. Procedure: 41.6 g (0.16 mol) of 4-chloro-N-cyclohexyl-2-nitroaniline were dissolved in 400 ml of ethanol and, after addition of 4.2 g of Raney nickel, hydrogenated under 1 bar at 25° C. The mixture was then filtered and the filtrate was concentrated under reduced pressure to yield 37.3 g (100%) of the product. Starting materials: Br.NC1=NC=2C=CC=NC2C2=C1N=C(N2CC(C)(O)C)CCOC (1-[4-amino-2-(2-methoxyethyl)-1H-imidazo[4,5-c][1,5]naphthyridin-1-yl]-2-methylpropan-2-ol hydrobromide), [OH-].[Na+] (sodium hydroxide), B(Br)(Br)Br (boron tribromide), Cl (hydrochloric acid). Solvent: ClCCl (dichloromethane), ClCCl (dichloromethane), CO (Methanol). Run at time 16 hour. The product is NC1=NC=2C=CC=NC2C2=C1N=C(N2CC(C)(O)C)CCO (1-[4-amino-2-(2-hydroxyethyl)-1H-imidazo[4,5-c][1,5]naphthyridin-1-yl]-2-methylpropan-2-ol). Yield: 29.8%. RXN SMILES: B(Br)(Br)Br.Br.[NH2:6][C:7]1[C:16]2[N:17]=[C:18]([CH2:25][CH2:26][O:27]C)[N:19]([CH2:20][C:21]([CH3:24])([OH:23])[CH3:22])[C:15]=2[C:14]2[N:13]=[CH:12][CH:11]=[CH:10][C:9]=2[N:8]=1.Cl.[OH-].[Na+]>ClCCl.CO>[NH2:6][C:7]1[C:16]2[N:17]=[C:18]([CH2:25][CH2:26][OH:27])[N:19]([CH2:20][C:21]([CH3:22])([OH:23])[CH3:24])[C:15]=2[C:14]2[N:13]=[CH:12][CH:11]=[CH:10][C:9]=2[N:8]=1 |f:1.2,4.5|. Reported procedure: A solution of boron tribromide in dichloromethane (22.71 mL of 1 M) was added to a chilled (0° C.) suspension of 1-[4-amino-2-(2-methoxyethyl)-1H-imidazo[4,5-c][1,5]naphthyridin-1-yl]-2-methylpropan-2-ol hydrobromide (3.00 g, 7.57 mmol) in dichloromethane (100 mL). The reaction mixture was allowed to come to ambient temperature with stirring for 16 hours. Methanol (30 mL) and hydrochloric acid (30 mL of 6 N) were added and the reaction mixture was heated at reflux for 2.5 hours. The reaction mix... Starting materials: solid, BrC1=CC(=CC=2C=C3N(C12)CCNC3=O)C#N (6-bromo-1-oxo-1,2,3,4-tetrahydro-pyrazino[1,2-a]indole-8-carbonitrile), BrC1=CC(=CC=2C=C3N(C12)CCNC3=O)C#N (6-bromo-1-oxo-1,2,3,4-tetrahydro-pyrazino[1,2-a]indole-8-carbonitrile), FC1=C(C=CC(=C1F)F)B(O)O (2,3,4-trifluoro-phenylboronic acid). The product is O=C1NCCN2C1=CC=1C=C(C=C(C21)C2=C(C(=C(C=C2)F)F)F)C#N (1-Oxo-6-(2,3,4-trifluorophenyl)-3,4-dihydro-2H-pyrazino[1,2-a]indole-8-carbonitrile). Reaction SMILES: Br[C:2]1[C:10]2[N:9]3[CH2:11][CH2:12][NH:13][C:14](=[O:15])[C:8]3=[CH:7][C:6]=2[CH:5]=[C:4]([C:16]#[N:17])[CH:3]=1.[F:18][C:19]1[C:24]([F:25])=[C:23]([F:26])[CH:22]=[CH:21][C:20]=1B(O)O>>[O:15]=[C:14]1[C:8]2=[CH:7][C:6]3[CH:5]=[C:4]([C:16]#[N:17])[CH:3]=[C:2]([C:22]4[CH:21]=[CH:20][C:19]([F:18])=[C:24]([F:25])[C:23]=4[F:26])[C:10]=3[N:9]2[CH2:11][CH2:12][NH:13]1. Reported procedure: The title compound, white solid (13 mg, 15%), MS (ISP) m/z=342.4 [(M+H)+], mp 294° C., was prepared in accordance with the general method of example 1 from 6-bromo-1-oxo-1,2,3,4-tetrahydro-pyrazino[1,2-a]indole-8-carbonitrile (intermediate 15) (72.5 mg, 0.25 mmol) and commercially available 2,3,4-trifluoro-phenylboronic acid (57.2 mg, 0.325 mmol). Reactants: CC(=O)O, CO, O=C(Nc1ccccc1Oc1ccc(C(=O)O)c(C(=O)O)c1)c1cccc([N+](=O)[O-])c1, O. Yields the product Nc1cccc(C(=O)Nc2ccccc2Oc2ccc(C(=O)O)c(C(=O)O)c2)c1. RXN SMILES: [CH3:1][C:2](=[O:3])[OH:4].[CH3:37][OH:38].[N+:5]([O-:6])(=[O:7])[c:8]1[cH:9][c:10]([C:11](=[O:12])[NH:13][c:14]2[c:15]([O:16][c:17]3[cH:18][c:19]([C:26](=[O:27])[OH:28])[c:20]([C:21](=[O:22])[OH:23])[cH:24][cH:25]3)[cH:29][cH:30][cH:31][cH:32]2)[cH:33][cH:34][cH:35]1.[OH2:36]>>[NH2:5][c:8]1[cH:9][c:10]([C:11](=[O:12])[NH:13][c:14]2[c:15]([O:16][c:17]3[cH:18][c:19]([C:26](=[O:27])[OH:28])[c:20]([C:21](=[O:22])[OH:23])[cH:24][cH:25]3)[cH:29][cH:30][cH:31][cH:32]2)[cH:33][cH:34][cH:35]1. The product is COC(=O)c1ccc(C(=O)NCCc2cccnc2)cc1. The reactants are COC(=O)c1ccc(C(=O)O)cc1, CN1CCOCC1, CN(C)C=O, O=C(Cl)C(=O)Cl, ClCCl, NCCc1cccnc1. Reaction SMILES: [CH3:1][O:2][C:3]([c:4]1[cH:5][cH:6][c:7]([C:8](=[O:9])[OH:10])[cH:11][cH:12]1)=[O:13].[CH3:29][N:30]1[CH2:31][CH2:32][O:33][CH2:34][CH2:35]1.[CH3:39][N:40]([CH3:41])[CH:42]=[O:43].[Cl:14][C:15]([C:16]([Cl:17])=[O:18])=[O:19].[Cl:36][CH2:37][Cl:38].[NH2:20][CH2:21][CH2:22][c:23]1[cH:24][n:25][cH:26][cH:27][cH:28]1>>[CH3:1][O:2][C:3]([c:4]1[cH:5][cH:6][c:7]([C:8](=[O:10])[NH:20][CH2:21][CH2:22][c:23]2[cH:24][n:25][cH:26][cH:27][cH:28]2)[cH:11][cH:12]1)=[O:13]. Reactants: C1CCOC1, COC(=O)C(Cc1c[nH]c2ccccc12)NC(=O)C1CC(S)CN1S(=O)(=O)c1ccc2ccccc2c1, [Li+], [OH-], OC(CS)C(O)CS. Yields the product O=C(O)C(Cc1c[nH]c2ccccc12)NC(=O)C1CC(S)CN1S(=O)(=O)c1ccc2ccccc2c1. RXN SMILES: [CH2:48]1[O:49][CH2:50][CH2:51][CH2:52]1.[CH3:1][O:2][C:3]([CH:4]([CH2:5][c:6]1[cH:7][nH:8][c:9]2[cH:10][cH:11][cH:12][cH:13][c:14]12)[NH:15][C:16](=[O:17])[CH:18]1[N:19]([S:24](=[O:25])(=[O:26])[c:27]2[cH:28][c:29]3[cH:30][cH:31][cH:32][cH:33][c:34]3[cH:35][cH:36]2)[CH2:20][CH:21]([SH:23])[CH2:22]1)=[O:37].[Li+:39].[OH-:38].[SH:40][CH2:41][CH:42]([OH:43])[CH:44]([OH:45])[CH2:46][SH:47]>>[O:2]=[C:3]([CH:4]([CH2:5][c:6]1[cH:7][nH:8][c:9]2[cH:10][cH:11][cH:12][cH:13][c:14]12)[NH:15][C:16](=[O:17])[CH:18]1[N:19]([S:24](=[O:25])(=[O:26])[c:27]2[cH:28][c:29]3[cH:30][cH:31][cH:32][cH:33][c:34]3[cH:35][cH:36]2)[CH2:20][CH:21]([SH:23])[CH2:22]1)[OH:37]. Starting materials: COC1=C(C=CC=C1[N+](=O)[O-])C1=CC(=C(O1)C)C(=O)O (5-(2-methoxy-3-nitro-phenyl)-2-methyl-furan-3-carboxylic acid). The solvent is CO (methanol). Reagents/catalysts: [Pd] (palladium on carbon). RXN SMILES: [CH3:1][O:2][C:3]1[C:8]([N+:9]([O-])=O)=[CH:7][CH:6]=[CH:5][C:4]=1[C:12]1[O:16][C:15]([CH3:17])=[C:14]([C:18]([OH:20])=[O:19])[CH:13]=1>CO.[Pd]>[CH3:1][O:2][C:3]1[C:8]([NH2:9])=[CH:7][CH:6]=[CH:5][C:4]=1[C:12]1[O:16][C:15]([CH3:17])=[C:14]([C:18]([OH:20])=[O:19])[CH:13]=1. The yield is 92.4%. Yields the product COC1=C(C=CC=C1N)C1=CC(=C(O1)C)C(=O)O (5-(2-methoxy-3-amino-phenyl)-2-methyl-furan-3-carboxylic acid). Reported procedure: 5-(2-Methoxy-3-nitro-phenyl)-2-methyl-furan-3-carboxylic acid 53c (450 mg, 1.62 mmol) was dissolved in methanol, followed by addition of 45 mg of palladium on carbon. The reaction mixture was heated to reflux for 4 hours under hydrogen atmosphere. The reaction was monitored by TLC until the disappearance of the starting materials. The mixture was filtered and the filtrate was concentrated under reduced pressure to obtain the title compound 5-(2-methoxy-3-amino-phenyl)-2-methyl-furan-3-carboxylic...